This data is from the Open Reaction Database (ORD), a public repository of structured organic reaction records. The task is: describe an organic reaction: reactants, conditions, products, and yield Reactants: CN1C(=O)CCC2(C)C1=CCC1C2CCC2(C)C(C(=O)O)CCC12, CC(C)(N)c1ccccc1. The product is CN1C(=O)CCC2(C)C1=CCC1C2CCC2(C)C(C(=O)NC(C)(C)c3ccccc3)CCC12. RXN SMILES: [CH3:1][N:2]1[C:3]2=[CH:4][CH2:5][CH:6]3[CH:7]4[CH2:8][CH2:9][CH:10]([C:22](=[O:23])[OH:24])[C:11]4([CH3:12])[CH2:13][CH2:14][CH:15]3[C:16]2([CH3:21])[CH2:17][CH2:18][C:19]1=[O:20].[CH3:25][C:26]([CH3:27])([c:28]1[cH:29][cH:30][cH:31][cH:32][cH:33]1)[NH2:34]>>[CH3:1][N:2]1[C:3]2=[CH:4][CH2:5][CH:6]3[CH:7]4[CH2:8][CH2:9][CH:10]([C:22](=[O:23])[NH:34][C:26]([CH3:25])([CH3:27])[c:28]5[cH:29][cH:30][cH:31][cH:32][cH:33]5)[C:11]4([CH3:12])[CH2:13][CH2:14][CH:15]3[C:16]2([CH3:21])[CH2:17][CH2:18][C:19]1=[O:20]. The reactants are OC1=CC=C(C(=O)OCC)C=C1 (ethyl p-hydroxybenzoate), C(C1=CC=C(C(=O)Cl)C=C1)(=O)Cl (terephthalic dichloride). The product is C(C)OC(=O)C1=CC=C(C=C1)OC(C1=CC=C(C(=O)OC2=CC=C(C=C2)C(=O)OCC)C=C1)=O (di(p-ethoxycarbonylphenyl)terephthalate). RXN SMILES: [OH:1][C:2]1[CH:12]=[CH:11][C:5]([C:6]([O:8][CH2:9][CH3:10])=[O:7])=[CH:4][CH:3]=1.[C:13](Cl)(=[O:23])[C:14]1[CH:22]=[CH:21][C:17]([C:18](Cl)=[O:19])=[CH:16][CH:15]=1>>[CH2:9]([O:8][C:6]([C:5]1[CH:4]=[CH:3][C:2]([O:1][C:13](=[O:23])[C:14]2[CH:22]=[CH:21][C:17]([C:18]([O:1][C:2]3[CH:3]=[CH:4][C:5]([C:6]([O:8][CH2:9][CH3:10])=[O:7])=[CH:11][CH:12]=3)=[O:19])=[CH:16][CH:15]=2)=[CH:12][CH:11]=1)=[O:7])[CH3:10]. Procedure details: The procedure of Example 5 is conducted except that ethyl p-hydroxybenzoate and terephthalic dichloride are substituted. The reaction product is recrystallized from ethyl acetate-chloroform (1:1) to yield di(p-ethoxycarbonylphenyl)terephthalate, m.p. 187°-189° C., as white crystals. The reactants are C(C)(C)C1=C(CN2C(C=3C(C2=O)=CC=CC3)=O)C(=CC=C1)C(C)C (N-(2, 6-diisopropylbenzyl) phthalimide), O.NN (hydrazine hydrate). The solvent is CO (methanol). Yields the product C(C)(C)C1=C(CN)C(=CC=C1)C(C)C (2, 6-diisopropylbenzylamine). Yield: 88.2%. As a reaction SMILES: [CH:1]([C:4]1[CH:21]=[CH:20][CH:19]=[C:18]([CH:22]([CH3:24])[CH3:23])[C:5]=1[CH2:6][N:7]1C(=O)C2=CC=CC=C2C1=O)([CH3:3])[CH3:2].O.NN>CO>[CH:22]([C:18]1[CH:19]=[CH:20][CH:21]=[C:4]([CH:1]([CH3:3])[CH3:2])[C:5]=1[CH2:6][NH2:7])([CH3:24])[CH3:23] |f:1.2|. Reported procedure: Then, a mixture of 1.01 g (3.14 mmol) of N-(2, 6-diisopropylbenzyl) phthalimide, 0.3 ml of hydrazine hydrate and 15 ml of methanol was refluxed with heating for 3.5 hours. The reaction mixture was concentrated in vacuo, mixed with 20 ml of water and 40 ml of methylene chloride, and made alkaline with aqueous sodium hydroxide. The organic layer was separated, washed with dilute aqueous sodium hydroxide and water, dried over anhydrous magnesium sulfate and the solvent evaporated in vacuo to give 0... Starting materials: C(C)(=O)OC(C)=O (acetic anhydride), C(C)(=O)O (acetic acid), BrC=1C=C2CCCC(C2=CC1)(C)C (6-bromo-1,2,3,4-tetrahydro-1,1-dimethylnaphthalene), BrC=1C=C2CCCC(C2=CC1)(C)C (6-bromo-1,2,3,4-tetrahydro-1,1-dimethylnaphthalene). Procedure details: To a cold mixture (0° C.) of 209 g (200 mmol) of chromium trioxide, 100 ml (1.06 mol) of acetic anhydride and 200 ml (3.5 mol) of acetic acid was added a solution of 10 g (41.8 mmol) of 6-bromo-1,2,3,4-tet-rahydro-1,1-dimethylnaphthalene (Compound F) in 125 ml of benzene. The reaction mixture was stirred for 1 hour, quenched with ice cold water and extracted with Et2O (3×100 ml). The organic layer was dried over MgSO4, concentrated in vacuo, and purified by column chromatography (silica, 10% EtO... Product: BrC1=CC=C2C(CCC(C2=C1)=O)(C)C (7-Bromo-3,4-dihydro-4,4-dimethylnaphthalen-1(2H)-one). Reaction SMILES: C(O[C:5](=[O:7])[CH3:6])(=O)C.C(O)(=O)C.[Br:12][C:13]1[CH:14]=C2[C:20](=[CH:21][CH:22]=1)[C:19]([CH3:24])([CH3:23])[CH2:18][CH2:17]C2>C1C=CC=CC=1.[O-2].[O-2].[O-2].[Cr+6]>[Br:12][C:13]1[CH:14]=[C:6]2[C:20]([C:19]([CH3:23])([CH3:24])[CH2:18][CH2:17][C:5]2=[O:7])=[CH:21][CH:22]=1 |f:4.5.6.7|. The reagents and catalysts are [O-2].[O-2].[O-2].[Cr+6] (chromium trioxide). Solvent: C1=CC=CC=C1 (benzene). Conditions: time 1 hour. Starting materials: Br (hydrobromic acid), O=O (Oxygen), C(C)(=O)C=1C2=CC=CC=C2C=2C=CC=CC2C1O (9-acetyl-10-hydroxyphenanthrene), aldehyde, ketone, CC(C)([O-])C.[Na+] (sodium t-butoxide). The solvent is C(C)(=O)O (acetic acid), C1=CC=CC=C1 (benzene), C1=CC=CC=C1 (benzene), C1=CC=CC=C1 (benzene). Yields the product O1CCC(C2=CC=CC=C12)=O (chroman-4-one). As a reaction SMILES: O=O.[C:3]([C:6]1C2C([C:13]3[CH:14]=[CH:15][CH:16]=[CH:17][C:18]=3[C:19]=1[OH:20])=CC=CC=2)(=[O:5])C.CC(C)([O-])C.[Na+].Br>C1C=CC=CC=1.C(O)(=O)C>[O:5]1[C:17]2[C:18](=[CH:13][CH:14]=[CH:15][CH:16]=2)[C:19](=[O:20])[CH2:6][CH2:3]1 |f:2.3|. Procedure details: Oxygen derivatives analogous to those of Examples IX and X may be prepared as follows: 9-acetyl-10-hydroxyphenanthrene and the appropriate aldehyde or ketone according to Example IX in benzene are added to a solution of sodium t-butoxide in benzene and the resulting mixture refluxed for 20 hours with stirring. The reaction mixture is poured into a stirred solution of hydrobromic acid (3 parts) and acetic acid (2 parts). The benzene layer is steam distilled and the residue boiled with methanol sa... Procedure details: In analogy to the procedure described for example 167D, (rac)-1-[(E)-3-(3,4-dichloro-phenyl)-acryloyl]-4-(2-oxiranyl-ethyl)-[1,4]diazepan-5-one and piperidine gave the title compound as yellow oil. MS: 468.1 (MH+, 2Cl). Reaction SMILES: [Cl:1][C:2]1[CH:3]=[C:4](/[CH:9]=[CH:10]/[C:11]([N:13]2[CH2:19][CH2:18][C:17](=[O:20])[N:16]([CH2:21][CH2:22][CH:23]3[CH2:25][O:24]3)[CH2:15][CH2:14]2)=[O:12])[CH:5]=[CH:6][C:7]=1[Cl:8].[NH:26]1[CH2:31][CH2:30][CH2:29][CH2:28][CH2:27]1>>[Cl:1][C:2]1[CH:3]=[C:4](/[CH:9]=[CH:10]/[C:11]([N:13]2[CH2:19][CH2:18][C:17](=[O:20])[N:16]([CH2:21][CH2:22][CH:23]([OH:24])[CH2:25][N:26]3[CH2:31][CH2:30][CH2:29][CH2:28][CH2:27]3)[CH2:15][CH2:14]2)=[O:12])[CH:5]=[CH:6][C:7]=1[Cl:8]. The reactants are ClC=1C=C(C=CC1Cl)/C=C/C(=O)N1CCN(C(CC1)=O)CCC1OC1 ((rac)-1-[(E)-3-(3,4-dichloro-phenyl)-acryloyl]-4-(2-oxiranyl-ethyl)-[1,4]diazepan-5-one), N1CCCCC1 (piperidine). Yields the product ClC=1C=C(C=CC1Cl)/C=C/C(=O)N1CCN(C(CC1)=O)CCC(CN1CCCCC1)O ((rac) 1-[(E)-3-(3,4-Dichloro-phenyl)-acryloyl]-4-(3-hydroxy-4-piperidin-1-yl-butyl)-[1,4]diazepan-5-one). Starting materials: FC(C(=O)O)(F)F (trifluoroacetic acid), C1(CCCCCN1)=O (ε-caprolactam). Run in C1=CC=CC=C1 (benzene), C1=CC=CC=C1 (benzene). Yields the product FC(C(=O)O)(F)F.C1(CCCCCN1)=O (Caprolactam Trifluoroacetate). As a reaction SMILES: [C:1]1(=[O:8])[NH:7][CH2:6][CH2:5][CH2:4][CH2:3][CH2:2]1.[F:9][C:10]([F:15])([F:14])[C:11]([OH:13])=[O:12]>C1C=CC=CC=1>[F:9][C:10]([F:15])([F:14])[C:11]([OH:13])=[O:12].[C:1]1(=[O:8])[NH:7][CH2:6][CH2:5][CH2:4][CH2:3][CH2:2]1 |f:3.4|. Procedure details: To a 100 ml flask containing 11.32 g of ε-caprolactam (0.1 mol), 30 ml benzene was added and stirred for dissolution. 11.40 g of trifluoroacetic acid (0.1 mol) was added dropwise into the flask over 60 min at room temperature. Then the reaction was stirred for another 4 hours. Desired product was formed after benzene was removed under reduced pressure and dried at 110° C. under 1–5 mmHg for 1 hour. The colorless, moisture- and water-stable liquid of caprolactam trifluoroacetate was obtained with... Starting materials: BrC1=CC(=NC(=C1)N)N (4-bromo-pyridine-2,6-diamine), C1(=C(C(=CC(=C1)C)C)S(=O)(=O)ON)C (O-mesitylene-sulfonylhydroxylamine), CN1C(=CC=C1)C=O (1-methylpyrrole-2-carboxaldehyde). Yields the product BrC1=CC=2N(C(=C1)N)N=C(N2)C=2N(C=CC2)C (7-Bromo-2-(1-methyl-1H-pyrrol-2-yl)-[1,2,4]triazolo[1,5-a]pyridin-5-ylamine). RXN SMILES: [Br:1][C:2]1[CH:7]=[C:6]([NH2:8])[N:5]=[C:4]([NH2:9])[CH:3]=1.C1(C)C=C(C)C=C(C)C=1S(O[NH2:22])(=O)=O.[CH3:24][N:25]1[CH:29]=[CH:28][CH:27]=[C:26]1[CH:30]=O>>[Br:1][C:2]1[CH:7]=[C:6]([NH2:8])[N:5]2[N:22]=[C:30]([C:26]3[N:25]([CH3:24])[CH:29]=[CH:28][CH:27]=3)[N:9]=[C:4]2[CH:3]=1. Procedure details: The title compound, MS m/e (%): 294 (M++2, 100), was prepared in accordance with the general method of example 63 from 4-bromo-pyridine-2,6-diamine, O-mesitylene-sulfonylhydroxylamine, and 1-methylpyrrole-2-carboxaldehyde. The purification was performed with reversed phase HPLC eluting with an acetonitrile/water gradient. Starting materials: ClCC1=CC(=NO1)OC (5-chloromethyl-3-methoxy-isoxazole), C(C)OP(OCC)OCC (triethylphosphite), ClCC1=NOC=C1 (chloromethyl isoxazole). Yields the product COC1=NOC(=C1)CP(OCC)(=O)OCC (diethyl (3-methoxy-isoxazol-5-yl)-methane phosphonate). The yield is 56.1%. Reaction SMILES: Cl[CH2:2][C:3]1[O:7][N:6]=[C:5]([O:8][CH3:9])[CH:4]=1.[CH2:10]([O:12][P:13]([O:17]CC)[O:14][CH2:15][CH3:16])[CH3:11].ClCC1C=CON=1>>[CH3:9][O:8][C:5]1[CH:4]=[C:3]([CH2:2][P:13]([O:14][CH2:15][CH3:16])(=[O:17])[O:12][CH2:10][CH3:11])[O:7][N:6]=1. Procedure details: 3.8 g 5-chloromethyl-3-methoxy-isoxazole and 6.0 g of triethylphosphite were stirred at 150° C. until complete conversion of the chloromethyl isoxazole (2-8 h). Kugelrohr destillation gave 3.6 g of diethyl (3-methoxy-isoxazol-5-yl)-methane phosphonate. Bp. 160°-165° C./0.3 mm Hg.